From a dataset of the Open Reaction Database (ORD), a public repository of structured organic reaction records. describe an organic reaction: reactants, conditions, products, and yield The reactants are O (H2O), FC1=CC=C(COC[C@H]2COCC=3N2C2=C(C=[N+](C4=CC=CC=C24)[O-])N3)C=C1 ((11S)-11-{[(4-Fluorobenzyl)oxy]methyl}-10,11-dihydro-8H-[1,4]oxazino[4′,3′:1,2]imidazo[4,5-c]quinoline 5-oxide), C1(=CC=C(C=C1)S(=O)(=O)Cl)C (p-toluenesulfonyl chloride), [NH4+].[OH-] (NH4OH). Solvent: C(Cl)(Cl)Cl (CHCl3), C(Cl)Cl (CH2Cl2). Product: FC1=CC=C(COC[C@H]2COCC=3N2C2=C(C(=NC4=CC=CC=C24)N)N3)C=C1 ((11S)-11-{[(4-fluorobenzyl)oxy]methyl}-10,11-dihydro-8H-[1,4]oxazino[4′,3′:1,2]imidazo[4,5-c]quinolin-6-amine). RXN SMILES: [F:1][C:2]1[CH:28]=[CH:27][C:5]([CH2:6][O:7][CH2:8][C@@H:9]2[N:14]3[C:15]4[C:24]5[C:19](=[CH:20][CH:21]=[CH:22][CH:23]=5)[N+:18]([O-])=[CH:17][C:16]=4[N:26]=[C:13]3[CH2:12][O:11][CH2:10]2)=[CH:4][CH:3]=1.[NH4+:29].[OH-].C1(C)C=CC(S(Cl)(=O)=O)=CC=1.O>C(Cl)Cl.C(Cl)(Cl)Cl>[F:1][C:2]1[CH:28]=[CH:27][C:5]([CH2:6][O:7][CH2:8][C@@H:9]2[N:14]3[C:15]4[C:24]5[C:19](=[CH:20][CH:21]=[CH:22][CH:23]=5)[N:18]=[C:17]([NH2:29])[C:16]=4[N:26]=[C:13]3[CH2:12][O:11][CH2:10]2)=[CH:4][CH:3]=1 |f:1.2|. Reported procedure: (11S)-11-{[(4-Fluorobenzyl)oxy]methyl}-10,11-dihydro-8H-[1,4]oxazino[4′,3′:1,2]imidazo[4,5-c]quinoline 5-oxide (732 mg, 1.93 mmol) was dissolved in 50 mL of CH2Cl2 and treated with 5 mL of concentrated NH4OH solution. The mixture was stirred rapidly and then p-toluenesulfonyl chloride (370 mg, 1.93 mmol) was carefully added. Rapid stirring continued overnight. The reaction mixture was treated with 5 mL of H2O, and the layers were separated. The organic portion was washed with saturated NaHCO3 (2... Reactants: O=C([O-])O, ClCCl, COC(=O)c1ccc(CO)cc1C, [Na+]. The product is COC(=O)c1ccc(C=O)cc1C. Reaction SMILES: [C:14](=[O:15])([OH:16])[O-:17].[CH2:19]([Cl:20])[Cl:21].[CH3:1][O:2][C:3]([c:4]1[c:5]([CH3:12])[cH:6][c:7]([CH2:10][OH:11])[cH:8][cH:9]1)=[O:13].[Na+:18]>>[CH3:1][O:2][C:3]([c:4]1[c:5]([CH3:12])[cH:6][c:7]([CH:10]=[O:11])[cH:8][cH:9]1)=[O:13].